Task: describe an organic reaction: reactants, conditions, products, and yield. Dataset: the Open Reaction Database (ORD), a public repository of structured organic reaction records Starting materials: FCC1=CC=CC(=N1)C#CCCN (4-(6-(fluoromethyl)pyridin-2-yl)but-3-yn-1-amine), ClC1=C(C(=O)Cl)C=CC=C1 (2-chlorobenzoyl chloride). Yields the product ClC1=C(C(=O)NCCC#CC2=NC(=CC=C2)CF)C=CC=C1 (2-chloro-N-(4-(6-(fluoromethyl)pyridin-2-yl)but-3-ynyl)benzamide). Isolated yield 19.5%. RXN SMILES: [F:1][CH2:2][C:3]1[N:8]=[C:7]([C:9]#[C:10][CH2:11][CH2:12][NH2:13])[CH:6]=[CH:5][CH:4]=1.[Cl:14][C:15]1[CH:23]=[CH:22][CH:21]=[CH:20][C:16]=1[C:17](Cl)=[O:18]>>[Cl:14][C:15]1[CH:23]=[CH:22][CH:21]=[CH:20][C:16]=1[C:17]([NH:13][CH2:12][CH2:11][C:10]#[C:9][C:7]1[CH:6]=[CH:5][CH:4]=[C:3]([CH2:2][F:1])[N:8]=1)=[O:18]. Procedure: The title compound was prepared in accordance with the general method of Example 184, from 4-(6-(fluoromethyl)pyridin-2-yl)but-3-yn-1-amine (39 mg, 0.22 mmol, Example 189(D)) and 2-chlorobenzoyl chloride (50 mg, 0.28 mmol). The crude residue was purified by flash chromatography (cyclohexane/AcOEt 7:3) to yield 13.5 mg (43 μmol, 19%) of 2-chloro-N-(4-(6-(fluoromethyl)pyridin-2-yl)but-3-ynyl)benzamide as a colorless oil. Reactants: C(#N)C1C(C1)C(=O)N(C)OC (2-Cyano-N-methoxy-N-methylcyclopropanecarboxamide), BrC1=C(C=C(C=C1)Cl)F (1-bromo-4-chloro-2-fluorobenzene), [Cl-].[NH4+] (ammonium chloride), [Cl-].[Li+] (lithium chloride), solution, [H-].C(C(C)C)[Al+]CC(C)C (diisobutylaluminum hydride), [Mg] (magnesium). The solvent is C1CCOC1 (THF), C1CCOC1 (THF), C1CCOC1 (THF). Run at temperature 0 celsius, time 5 minute. The product is ClC1=CC(=C(C(=O)C2C(C2)C#N)C=C1)F (2-(4-Chloro-2-fluorobenzoyl)cyclopropanecarbonitrile). RXN SMILES: [Cl-].[Li+].[H-].C([Al+]CC(C)C)C(C)C.[Mg].Br[C:15]1[CH:20]=[CH:19][C:18]([Cl:21])=[CH:17][C:16]=1[F:22].[C:23]([CH:25]1[CH2:27][CH:26]1[C:28](N(OC)C)=[O:29])#[N:24].[Cl-].[NH4+]>C1COCC1>[Cl:21][C:18]1[CH:19]=[CH:20][C:15]([C:28]([CH:26]2[CH2:27][CH:25]2[C:23]#[N:24])=[O:29])=[C:16]([F:22])[CH:17]=1 |f:0.1,2.3,7.8|. Reported procedure: 5.67 g (134 mmol) of lithium chloride and 0.7 ml of a 0.1N solution of diisobutylaluminum hydride in THF were added to 6.50 g (268 mmol) of magnesium turnings in 30 ml of THF. The mixture was stirred for five minutes and cooled to 0° C., 22.4 g (107 mmol) of 1-bromo-4-chloro-2-fluorobenzene were added, and the mixture was allowed to warm to RT and was stirred at RT overnight. The reaction solution was added dropwise under argon to a solution of 15.0 g (97.3 mmol) of the compound from Example 73A... Reported procedure: (4R)-4-(3-Amino-4-chlorophenyl)pyrrolidin-2-one (12 g, 57.14 mmol) was added to a mixture of 75 mL of 48% HBr/water and 150 mL of water. The solution was cooled in ice. Sodium nitrite (4.33 g, 62.85 mmol) in 10 mL of water was added dropwise. The resulting mixture was stirred for 10 min. Copper(I) bromide (8.9 g, 62.85 mmol) was dissolved in a mixture of 75 mL of 48% HBr/water and 150 mL of water and added dropwise to the reaction mixture. The mixture was then stirred overnight at room temperatu... Reagents/catalysts: [Cu]Br (Copper(I) bromide). The reactants are N(=O)[O-].[Na+] (Sodium nitrite), Br.O (HBr water), NC=1C=C(C=CC1Cl)[C@H]1CC(NC1)=O ((4R)-4-(3-Amino-4-chlorophenyl)pyrrolidin-2-one), Br.O (HBr water), C(C)(=O)OCC (Ethyl acetate). Yields the product BrC=1C=C(C=CC1Cl)[C@H]1CC(NC1)=O ((4R)-4-(3-Bromo-4-chlorophenyl)pyrrolidin-2-one). The solvent is O (water), O (water), O (water). Reaction conditions: time 10 minute. As a reaction SMILES: N[C:2]1[CH:3]=[C:4]([C@@H:9]2[CH2:13][NH:12][C:11](=[O:14])[CH2:10]2)[CH:5]=[CH:6][C:7]=1[Cl:8].N([O-])=O.[Na+].C(OCC)(=O)C.[BrH:25].O>O.[Cu]Br>[Br:25][C:2]1[CH:3]=[C:4]([C@@H:9]2[CH2:13][NH:12][C:11](=[O:14])[CH2:10]2)[CH:5]=[CH:6][C:7]=1[Cl:8] |f:1.2,4.5|. Starting materials: [H-].[Al+3].[Li+].[H-].[H-].[H-] (lithium aluminum hydride), COC=1C=C(C=CC1OC)S(=O)(=O)N1CCC(NC2=C1C=CC=C2)=O (5-(3,4-dimethoxybenzenesulfonyl)-1,3,4,5-tetrahydro -1,5-benzodiazepin-2(2H)-one). Run in O1CCCC1 (tetrahydrofuran). Conditions: time 30 minute. Product: COC=1C=C(C=CC1OC)S(=O)(=O)N1CCCNC2=C1C=CC=C2 (1-(3,4-dimethoxybenzenesulfonyl)-2,3,4,5-tetrahydro-1H-1,5-benzodiazepine). Yield: 56.6%. Reaction SMILES: [H-].[Al+3].[Li+].[H-].[H-].[H-].[CH3:7][O:8][C:9]1[CH:10]=[C:11]([S:17]([N:20]2[C:26]3[CH:27]=[CH:28][CH:29]=[CH:30][C:25]=3[NH:24][C:23](=O)[CH2:22][CH2:21]2)(=[O:19])=[O:18])[CH:12]=[CH:13][C:14]=1[O:15][CH3:16]>O1CCCC1>[CH3:7][O:8][C:9]1[CH:10]=[C:11]([S:17]([N:20]2[C:26]3[CH:27]=[CH:28][CH:29]=[CH:30][C:25]=3[NH:24][CH2:23][CH2:22][CH2:21]2)(=[O:19])=[O:18])[CH:12]=[CH:13][C:14]=1[O:15][CH3:16] |f:0.1.2.3.4.5|. Procedure details: To a suspension of lithium aluminum hydride (168 mg) in tetrahydrofuran (10 ml) was added dropwise a solution of 5-(3,4-dimethoxybenzenesulfonyl)-1,3,4,5-tetrahydro -1,5-benzodiazepin-2(2H)-one (800 mg) at 0° C. The mixture was refluxed for 2.5 hours, and then the reaction was quenched with methanol. To the resulting mixture was added dropwise 2N sodium hydroxide solution (5 ml), and the mixture was stirred at ambient temperature for 30 minutes. The suspension was filtered through a bed of celit... Starting materials: CCO, O=[N+]([O-])c1ccc(N2CCOCC2)c(CO)c1. Product: Nc1ccc(N2CCOCC2)c(CO)c1. Reaction SMILES: [CH3:18][CH2:19][OH:20].[O:1]1[CH2:2][CH2:3][N:4]([c:7]2[c:8]([CH2:16][OH:17])[cH:9][c:10]([N+:13]([O-:14])=[O:15])[cH:11][cH:12]2)[CH2:5][CH2:6]1>>[O:1]1[CH2:2][CH2:3][N:4]([c:7]2[c:8]([CH2:16][OH:17])[cH:9][c:10]([NH2:13])[cH:11][cH:12]2)[CH2:5][CH2:6]1. The reactants are CCn1nc(C)c2c1CCNC2CCc1ccc(C(F)(F)F)cc1, CNC(=O)C(OS(=O)(=O)c1ccc(C)cc1)c1ccccc1, CC(C)C(C)C(=O)C(C)C(C)C, CCN(C(C)C)C(C)C. Yields the product CCn1nc(C)c2c1CCN(C(C(=O)NC)c1ccccc1)C2CCc1ccc(C(F)(F)F)cc1. Reaction SMILES: [CH2:1]([CH3:2])[n:3]1[n:4][c:5]([CH3:24])[c:6]2[c:11]1[CH2:10][CH2:9][NH:8][CH:7]2[CH2:12][CH2:13][c:14]1[cH:15][cH:16][c:17]([C:20]([F:21])([F:22])[F:23])[cH:18][cH:19]1.[CH3:34][NH:35][C:36](=[O:37])[CH:38]([c:39]1[cH:40][cH:41][cH:42][cH:43][cH:44]1)[O:45][S:46]([c:47]1[cH:48][cH:49][c:50]([CH3:51])[cH:52][cH:53]1)(=[O:54])=[O:55].[CH3:56][CH:57]([CH3:58])[CH:59]([C:60]([CH:61]([CH:62]([CH3:63])[CH3:64])[CH3:65])=[O:66])[CH3:67].[CH:25]([N:26]([CH2:27][CH3:28])[CH:29]([CH3:30])[CH3:31])([CH3:32])[CH3:33]>>[CH2:1]([CH3:2])[n:3]1[n:4][c:5]([CH3:24])[c:6]2[c:11]1[CH2:10][CH2:9][N:8]([CH:38]([C:36]([NH:35][CH3:34])=[O:37])[c:39]1[cH:40][cH:41][cH:42][cH:43][cH:44]1)[CH:7]2[CH2:12][CH2:13][c:14]1[cH:15][cH:16][c:17]([C:20]([F:21])([F:22])[F:23])[cH:18][cH:19]1.